This data is from the Open Reaction Database (ORD), a public repository of structured organic reaction records. The task is: describe an organic reaction: reactants, conditions, products, and yield Starting materials: C1(C=CC(N1CCCO)=O)=O (3-Maleimidylpropanol), C1(\C=C/C(=O)O1)=O (maleic anhydride), C12C(CC(C=C1)C2)C(=O)OC(C)(C)C (t-butyl 5-norbornene-2-carboxylate), C(C)C12C(CC(C=C1)C2)C(=O)OO (2-hydroxy ethyl-5-norbornene- 2-carboxylate), C12C(CC(C=C1)C2)C(=O)O (5-norbornene-2-carboxylic acid), CC(C)(C#N)N=NC(C)(C)C#N (AIBN). Run in C1CCOC1 (THF). The product is C1(C=CC(N1CCCO)=O)=O.C1(\C=C/C(=O)O1)=O.C(C)(C)(C)OC(=O)C1C2C=CC(C1)C2.C12C(CC(C=C1)C2)C(=O)OCCO.C12C(CC(C=C1)C2)C(=O)O (3-maleimidylpropanol maleic anhydride t-butyl-5-norbornene-2- carboxylate 2-hydroxyethyl 5- norbornene-2-carboxylate 5-norbornene-2-carboxylic acid). Reaction SMILES: [C:1]1(=[O:11])[N:5]([CH2:6][CH2:7][CH2:8][OH:9])[C:4](=[O:10])[CH:3]=[CH:2]1.[C:12]1(=[O:18])[O:17][C:15](=[O:16])[CH:14]=[CH:13]1.[CH:19]12[CH2:25][CH:22]([CH:23]=[CH:24]1)[CH2:21][CH:20]2[C:26]([O:28][C:29]([CH3:32])([CH3:31])[CH3:30])=[O:27].C([C:35]12[CH2:41][CH:38]([CH:39]=[CH:40]1)[CH2:37][CH:36]2[C:42]([O:44]O)=[O:43])C.[CH:46]12[CH2:52][CH:49]([CH:50]=[CH:51]1)[CH2:48][CH:47]2[C:53]([OH:55])=[O:54].CC(N=NC(C#N)(C)C)(C#N)C>C1COCC1>[C:1]1(=[O:11])[N:5]([CH2:6][CH2:7][CH2:8][OH:9])[C:4](=[O:10])[CH:3]=[CH:2]1.[C:15]1(=[O:16])[O:17][C:12](=[O:18])[CH:13]=[CH:14]1.[C:29]([O:28][C:26]([CH:20]1[CH2:21][CH:22]2[CH2:25][CH:19]1[CH:24]=[CH:23]2)=[O:27])([CH3:32])([CH3:30])[CH3:31].[CH:35]12[CH2:41][CH:38]([CH:39]=[CH:40]1)[CH2:37][CH:36]2[C:42]([O:44][CH2:47][CH2:53][OH:54])=[O:43].[CH:46]12[CH2:52][CH:49]([CH:50]=[CH:51]1)[CH2:48][CH:47]2[C:53]([OH:55])=[O:54] |f:7.8.9.10.11|. Procedure details: 3-Maleimidylpropanol (13) (0.3 to 1 mol), 0.05 to 1 mol of maleic anhydride, 0.1 to 1 mol of t-butyl 5-norbornene-2-carboxylate (19), 0.05 to 1 mol of 2-hydroxyethyl 5-norbornene-2-carboxylate (21), and 0.01 to 0.3 mol of 5-norbornene-2-carboxylic acid (20) were dissolved in 150 to 250 g of THF to which was added 0.5 to 20 g of AIBN as a polymerization initiator. The reaction mixture was allowed to react at 60° C. to 75° C. for 4 to 24 hours under an argon atmosphere. The resulting crude resin w... Starting materials: N1(C=NC=C1)CCCCCOC=1C=C(OCCCCC(C(=O)OCC)(C)C)C=CC1 (ethyl 6-[m-[5-(1-imidazolyl)pentyloxy]phenoxy]-2,2-dimethylhexanoate), [OH-].[Na+] (NaOH). The solvent is C(C)O (ethanol). Product: N1(C=NC=C1)CCCCCOC=1C=C(OCCCCC(C(=O)O)(C)C)C=CC1 (6-[m-[5-(1-imidazolyl)pentyloxy]phenoxy]-2,2-dimethylhexanoic acid). The yield is 98.0%. RXN SMILES: [N:1]1([CH2:6][CH2:7][CH2:8][CH2:9][CH2:10][O:11][C:12]2[CH:13]=[C:14]([CH:28]=[CH:29][CH:30]=2)[O:15][CH2:16][CH2:17][CH2:18][CH2:19][C:20]([CH3:27])([CH3:26])[C:21]([O:23]CC)=[O:22])[CH:5]=[CH:4][N:3]=[CH:2]1.[OH-].[Na+]>C(O)C>[N:1]1([CH2:6][CH2:7][CH2:8][CH2:9][CH2:10][O:11][C:12]2[CH:13]=[C:14]([CH:28]=[CH:29][CH:30]=2)[O:15][CH2:16][CH2:17][CH2:18][CH2:19][C:20]([CH3:26])([CH3:27])[C:21]([OH:23])=[O:22])[CH:5]=[CH:4][N:3]=[CH:2]1 |f:1.2|. Procedure details: A mixture of 3.5 g ethyl 6-[m-[5-(1-imidazolyl)pentyloxy]phenoxy]-2,2-dimethylhexanoate, 20 ml of 1N NaOH solution and 20 ml ethanol was heated under reflux overnight. Ethanol was distilled off under reduced pressure, and concentrated hydrochloric acid was added to the remaining aqueous solution to lower its pH down to about 4.0. The pasty solid which separated out was extracted with chloroform, and the extract was washed with water and dried. The solvent was distilled off, and the crude product... Reactants: CC(C)O, Clc1cccc(I)c1, I[Cu]I, [K+], [K+], [K+], CC(N)CO, O, OCCO, O=P([O-])([O-])[O-]. Product: CC(CO)Nc1cccc(Cl)c1. As a reaction SMILES: [CH3:26][CH:27]([OH:28])[CH3:29].[Cl:6][c:7]1[cH:8][c:9]([I:13])[cH:10][cH:11][cH:12]1.[Cu:30]([I:31])[I:32].[K+:19].[K+:20].[K+:21].[NH2:1][CH:2]([CH2:3][OH:4])[CH3:5].[OH2:33].[OH:22][CH2:23][CH2:24][OH:25].[P:14]([O-:15])([O-:16])([O-:17])=[O:18]>>[NH:1]([CH:2]([CH2:3][OH:4])[CH3:5])[c:9]1[cH:8][c:7]([Cl:6])[cH:12][cH:11][cH:10]1. Reactants: C1(CCCC1)=O (cyclopentanone), C(CCCCC(=O)OCC)(=O)OCC (diethyl adipate). Product: C(C)OC(=O)C1C(CCC1)=O (Ethyl-2-oxocyclopentane carboxylate). Reaction SMILES: C1(=O)CCCC1.[C:7]([O:18]CC)(=O)[CH2:8][CH2:9][CH2:10][CH2:11][C:12]([O:14][CH2:15][CH3:16])=[O:13]>>[CH2:15]([O:14][C:12]([CH:11]1[CH2:10][CH2:9][CH2:8][C:7]1=[O:18])=[O:13])[CH3:16]. Procedure: Ethyl-2-oxocyclopentane carboxylate (3.9 gm 0.025 m) was fluorinated in a similar manner to that described in Example 1. Work up gave ethyl-2-fluoro-2-oxocyclopentane carboxylate [NMR(CDCl3); 19F, δF =-164.6 ppm (t) JHF =21.0 Hz. MS (EI); M+ 174]. Yield 56%. Also recognised in the reaction mixture was cyclopentanone [M.S. (EI); 84(M+)], unreacted starting material, and diethyl adipate [M.S. (CI); 203 (M+1)+ ]. Conversion 80%. Procedure: Ammonium formate (716 mg, 11.4 mmol) and 10% palladium carbon (containing 50% water, 100 mg) were added to a solution of the N-(1-benzylazepan-3-yl)-1H-indazole-5-carboxamide (494 mg, 1.42 mmol) obtained in Example 147 in ethanol (28 ml) at room temperature, and the resulting mixture was stirred with heating under reflux for 5 hours. The reaction mixture was filtered to remove the catalyst and the solvent of the filtrate was distilled off under reduced pressure. The resulting residue was purifie... Reagents/catalysts: [C].[Pd] (palladium carbon). Reactants: C(=O)[O-].[NH4+] (Ammonium formate), C(C1=CC=CC=C1)N1CC(CCCC1)NC(=O)C=1C=C2C=NNC2=CC1 (N-(1-benzylazepan-3-yl)-1H-indazole-5-carboxamide). Yields the product N1CC(CCCC1)NC(=O)C=1C=C2C=NNC2=CC1 (N-azepan-3-yl-1H-indazole-5-carboxamide). Reaction SMILES: C([O-])=O.[NH4+].C([N:12]1[CH2:18][CH2:17][CH2:16][CH2:15][CH:14]([NH:19][C:20]([C:22]2[CH:23]=[C:24]3[C:28](=[CH:29][CH:30]=2)[NH:27][N:26]=[CH:25]3)=[O:21])[CH2:13]1)C1C=CC=CC=1>C(O)C.[C].[Pd]>[NH:12]1[CH2:18][CH2:17][CH2:16][CH2:15][CH:14]([NH:19][C:20]([C:22]2[CH:23]=[C:24]3[C:28](=[CH:29][CH:30]=2)[NH:27][N:26]=[CH:25]3)=[O:21])[CH2:13]1 |f:0.1,4.5|. Isolated yield 72.8%. The solvent is C(C)O (ethanol). The reactants are ClC(C)OC(N(C[C@H]1CN(C(O1)=O)C1=CC(=C(C=C1)C1CCS(CC1)(=O)=O)F)C(C)=O)=O (Acetyl-{3-[4-(1,1-dioxo-hexahydro-1λ6-thiopyran-4-yl)-3-fluoro-phenyl]-2-oxo-oxazolidin 5(R)-ylmethyl}-carbamic acid 1(R,S)-chloro-ethyl ester), O (water), [I-].[Na+] (sodium iodide), C(CC)(=O)[O-].[Cs+] (Cesium propionate). The solvent is C(C)#N (acetonitrile). Conditions: time 8 hour. Product: C(C)(=O)N(C(=O)OC(C)OC(CC)=O)C[C@H]1CN(C(O1)=O)C1=CC(=C(C=C1)C1CCS(CC1)(=O)=O)F (propionic acid 1-(acetyl-{3-[4-(1,1-dioxo-hexahydro-1λ6-thiopyran-4-yl)-3-fluoro-phenyl]-2-oxo-oxazolidin-5(R)-ylmethyl}-carbamoyloxy)-ethyl ester). Yield: 67.0%. Reaction SMILES: Cl[CH:2]([O:4][C:5](=[O:32])[N:6]([C:29](=[O:31])[CH3:30])[CH2:7][C@@H:8]1[O:12][C:11](=[O:13])[N:10]([C:14]2[CH:19]=[CH:18][C:17]([CH:20]3[CH2:25][CH2:24][S:23](=[O:27])(=[O:26])[CH2:22][CH2:21]3)=[C:16]([F:28])[CH:15]=2)[CH2:9]1)[CH3:3].[I-].[Na+].[C:35]([O-:39])(=[O:38])[CH2:36][CH3:37].[Cs+].O>C(#N)C>[C:29]([N:6]([CH2:7][C@@H:8]1[O:12][C:11](=[O:13])[N:10]([C:14]2[CH:19]=[CH:18][C:17]([CH:20]3[CH2:25][CH2:24][S:23](=[O:27])(=[O:26])[CH2:22][CH2:21]3)=[C:16]([F:28])[CH:15]=2)[CH2:9]1)[C:5]([O:4][CH:2]([O:39][C:35](=[O:38])[CH2:36][CH3:37])[CH3:3])=[O:32])(=[O:31])[CH3:30] |f:1.2,3.4|. Procedure: Acetyl-{3-[4-(1,1-dioxo-hexahydro-1λ6-thiopyran-4-yl)-3-fluoro-phenyl]-2-oxo-oxazolidin-5(R)-ylmethyl}-carbamic acid 1-chloro-ethyl ester (11) (0.20 g, 0.41 mmol) and sodium iodide (0.061 g, 0.41 mmol) are placed in acetonitrile (25 mL) and stirred at RT overnight. Cesium propionate (0.17 g, 0.82 mmol) is then added and the reaction is heated at reflux overnight. After cooling to RT, water is added and the reaction mixture is extracted with EtOAc and then with dichloromethane. The organic phases... The reactants are O=C(CC(=O)OCC)C1=C(C(=C(C(=C1)F)F)F)F (ethyl 3-oxo-3-(2,3,4,5-tetrafluorophenyl)propionate), CC(=O)OC(=O)C (Ac2O), C(OCC)(OCC)OCC (triethyl orthoformate), NC1(CCCC1)CCO (1-amino-1-(2-hydroxyethyl)cyclopentane). The solvent is C1(=CC=CC=C1)C (toluene), C1(=CC=CC=C1)C (toluene). Reaction conditions: time 2 hour. The product is OCCC1(CCCC1)NC=C(C(=O)OCC)C(C1=C(C(=C(C(=C1)F)F)F)F)=O (ethyl 3-[1-(2-hydroxyethyl)cyclopentylamino]-2-(2,3,4,5-tetrafluorobenzoyl)acrylate). The yield is 74.9%. As a reaction SMILES: [O:1]=[C:2]([C:9]1[CH:14]=[C:13]([F:15])[C:12]([F:16])=[C:11]([F:17])[C:10]=1[F:18])[CH2:3][C:4]([O:6][CH2:7][CH3:8])=[O:5].[CH3:19]C(OC(C)=O)=O.C(OCC)(OCC)OCC.[NH2:36][C:37]1([CH2:42][CH2:43][OH:44])[CH2:41][CH2:40][CH2:39][CH2:38]1>C1(C)C=CC=CC=1>[OH:44][CH2:43][CH2:42][C:37]1([NH:36][CH:19]=[C:3]([C:2](=[O:1])[C:9]2[CH:14]=[C:13]([F:15])[C:12]([F:16])=[C:11]([F:17])[C:10]=2[F:18])[C:4]([O:6][CH2:7][CH3:8])=[O:5])[CH2:41][CH2:40][CH2:39][CH2:38]1. Procedure: A stirred solution of ethyl 3-oxo-3-(2,3,4,5-tetrafluorophenyl)propionate (20.3 g, 76.8 mmol), Ac2O (44.0 mL, 0.465 mol) and triethyl orthoformate (25.6 mL, 0.154 mol) was heated at 120° C. for 3 hours. The mixture was concentrated in vacuo and dried under high vacuum. 1-amino-1-(2-hydroxyethyl)cyclopentane (9.94 g, 76.9 mmol) in anhydrous toluene (50 mL) was slowly added to a solution of the mixture in anhydrous toluene (200 mL) at 0° C. The resulting mixture was stirred at room temperature for... Reactants: B, C1CCOC1, CSC, CC(=O)c1ccccc1. Product: CC(O)c1ccccc1. Reaction SMILES: [BH3:13].[CH2:14]1[O:15][CH2:16][CH2:17][CH2:18]1.[CH3:10][S:11][CH3:12].[CH3:1][C:2](=[O:3])[c:4]1[cH:5][cH:6][cH:7][cH:8][cH:9]1>>[CH3:1][CH:2]([OH:3])[c:4]1[cH:5][cH:6][cH:7][cH:8][cH:9]1. Starting materials: ClC(=O)OCC (ethyl chloroformate), N1=C(C(=CC=C1)C)C (2,3-lutidine), C(C)(C)(C)[Mg]Cl (t-butylmagnesium chloride). Reagents/catalysts: [Cu]I (copper(I) iodide). Run in O1CCCC1 (tetrahydrofuran). Product: C(C)(C)(C)C1C(=C(N(C=C1)C(=O)OCC)C)C (ethyl 4-tert-butyl-2,3-dimethyl-1(4H)-pyridinecarboxylate). As a reaction SMILES: [N:1]1[CH:6]=[CH:5][CH:4]=[C:3]([CH3:7])[C:2]=1[CH3:8].Cl[C:10]([O:12][CH2:13][CH3:14])=[O:11].[C:15]([Mg]Cl)([CH3:18])([CH3:17])[CH3:16]>O1CCCC1.[Cu]I>[C:15]([CH:4]1[CH:5]=[CH:6][N:1]([C:10]([O:12][CH2:13][CH3:14])=[O:11])[C:2]([CH3:8])=[C:3]1[CH3:7])([CH3:18])([CH3:17])[CH3:16]. Reported procedure: A solution of 45 ml of 2,3-lutidine (2,3-dimethylpyridine) and 4.3 g of copper(I) iodide in 500 ml of tetrahydrofuran is cooled to -20° and treated under argon with 31 ml of ethyl chloroformate. The reaction mixture is heated to 30° and treated dropwise within 30 minutes with 125 ml of t-butylmagnesium chloride (2.6 molar, in tetrahydrofuran). Whereby the reaction temperature amounts to 40°-45°. The ethyl 4-tert-butyl-2,3-dimethyl-1(4H)-pyridinecarboxylate obtained as the intermediate can be iso...